The task is: describe an organic reaction: reactants, conditions, products, and yield. This data is from the Open Reaction Database (ORD), a public repository of structured organic reaction records. Reactants: O=C([O-])O, O=C(Cl)OCc1ccccc1, ClCCl, O=[N+]([O-])c1cccnc1N1CCNCC1, [Na+], c1ccncc1. Product: O=C(OCc1ccccc1)N1CCN(c2ncccc2[N+](=O)[O-])CC1. As a reaction SMILES: [C:33](=[O:34])([OH:35])[O-:36].[CH2:22]([c:23]1[cH:24][cH:25][cH:26][cH:27][cH:28]1)[O:29][C:30](=[O:31])[Cl:32].[CH2:38]([Cl:39])[Cl:40].[N+:1](=[O:2])([O-:3])[c:4]1[c:5]([N:10]2[CH2:11][CH2:12][NH:13][CH2:14][CH2:15]2)[n:6][cH:7][cH:8][cH:9]1.[Na+:37].[cH:16]1[cH:17][cH:18][n:19][cH:20][cH:21]1>>[N+:1](=[O:2])([O-:3])[c:4]1[c:5]([N:10]2[CH2:11][CH2:12][N:13]([C:30]([O:29][CH2:22][c:23]3[cH:24][cH:25][cH:26][cH:27][cH:28]3)=[O:31])[CH2:14][CH2:15]2)[n:6][cH:7][cH:8][cH:9]1. Yields the product Clc1cccc(-c2cc3nc(Cl)cc(N4CCOCC4)n3n2)c1. Reactants: C1COCCN1, C1COCCO1, Clc1cccc(-c2cc3nc(Cl)cc(Cl)n3n2)c1. Reaction SMILES: [CH2:19]1[CH2:20][O:21][CH2:22][CH2:23][NH:24]1.[CH2:25]1[O:26][CH2:27][CH2:28][O:29][CH2:30]1.[Cl:1][c:2]1[n:3][c:4]2[n:5]([c:6]([Cl:8])[cH:7]1)[n:9][c:10](-[c:12]1[cH:13][c:14]([Cl:18])[cH:15][cH:16][cH:17]1)[cH:11]2>>[Cl:1][c:2]1[n:3][c:4]2[n:5]([c:6]([N:24]3[CH2:19][CH2:20][O:21][CH2:22][CH2:23]3)[cH:7]1)[n:9][c:10](-[c:12]1[cH:13][c:14]([Cl:18])[cH:15][cH:16][cH:17]1)[cH:11]2.